The task is: describe an organic reaction: reactants, conditions, products, and yield. This data is from the Open Reaction Database (ORD), a public repository of structured organic reaction records. The reactants are C(C)(C)(C)N1C=C(C(C2=CC=C(N=C12)N1CCCC1)=O)C(=O)OCC (ethyl 1-tert-butyl-4-oxo-7-pyrrolidin-1-yl-1,4-dihydro-1,8-naphthyridine-3-carboxylate), BrN1C(=O)N(C(=O)C1(C)C)Br (1,3-dibromo-5,5-dimethylhydantoin), S([O-])(O)=O.[Na+] (sodium bisulfite). The solvent is ClCCl (dichloromethane). The product is BrC=1C=C2C(C(=CN(C2=NC1N1CCCC1)C(C)(C)C)C(=O)OCC)=O (ethyl 6-bromo-1-tert-butyl-4-oxo-7-pyrrolidin-1-yl-1,4-dihydro-1,8-naphthyridine-3-carboxylate). RXN SMILES: [C:1]([N:5]1[C:14]2[C:9](=[CH:10][CH:11]=[C:12]([N:15]3[CH2:19][CH2:18][CH2:17][CH2:16]3)[N:13]=2)[C:8](=[O:20])[C:7]([C:21]([O:23][CH2:24][CH3:25])=[O:22])=[CH:6]1)([CH3:4])([CH3:3])[CH3:2].[Br:26]N1C(C)(C)C(=O)N(Br)C1=O.S(=O)(O)[O-].[Na+]>ClCCl>[Br:26][C:11]1[CH:10]=[C:9]2[C:14](=[N:13][C:12]=1[N:15]1[CH2:19][CH2:18][CH2:17][CH2:16]1)[N:5]([C:1]([CH3:4])([CH3:3])[CH3:2])[CH:6]=[C:7]([C:21]([O:23][CH2:24][CH3:25])=[O:22])[C:8]2=[O:20] |f:2.3|. Procedure details: A solution of Example 74A (343.42 mg) and 1,3-dibromo-5,5-dimethylhydantoin (171.5 mg) in dichloromethane (15 mL) was stirred for 15 minutes, treated with 10% sodium bisulfite, and extracted with dichloromethane (50 mL). The extract was washed with water and brine, dried (MgSO4), filtered, and concentrated; and the concentrate was crystallized from dichloromethane/diethyl ether. The reactants are C1CCOC1, C#CC1(OC(=O)C2CCC(CCC)CC2)CCC(C2CCC(CCC)CC2)CC1, CC(C)[N-]C(C)C, [Li+], Cc1ccc(S(=O)(=O)C#N)cc1. The product is CCCC1CCC(C(=O)OC2(C#CC#N)CCC(C3CCC(CCC)CC3)CC2)CC1. Reaction SMILES: [CH2:50]1[O:51][CH2:52][CH2:53][CH2:54]1.[CH2:9]([CH2:10][CH3:11])[CH:12]1[CH2:13][CH2:14][CH:15]([C:18](=[O:19])[O:20][C:21]2([C:36]#[CH:37])[CH2:22][CH2:23][CH:24]([CH:27]3[CH2:28][CH2:29][CH:30]([CH2:33][CH2:34][CH3:35])[CH2:31][CH2:32]3)[CH2:25][CH2:26]2)[CH2:16][CH2:17]1.[CH:1]([N-:4][CH:2]([CH3:3])[CH3:5])([CH3:6])[CH3:7].[Li+:8].[c:38]1([CH3:39])[cH:40][cH:41][c:42]([S:43]([C:44]#[N:45])(=[O:46])=[O:47])[cH:48][cH:49]1>>[C:1](#[N:4])[C:37]#[C:36][C:21]1([O:20][C:18]([CH:15]2[CH2:14][CH2:13][CH:12]([CH2:9][CH2:10][CH3:11])[CH2:17][CH2:16]2)=[O:19])[CH2:22][CH2:23][CH:24]([CH:27]2[CH2:28][CH2:29][CH:30]([CH2:33][CH2:34][CH3:35])[CH2:31][CH2:32]2)[CH2:25][CH2:26]1. Starting materials: C#C, c1(S(NOC)(=O)=O)ccc(cc1)Br. Reagents/catalysts: c1ccc(cc1)-c2c3ccccc3cc4ccccc24 (9-Phenylanthracene), CC(=O)[O-].[K+] (KOAc), C1(C(C(C(C1C)C)C)C)C.C1(C(C(C(C1C)C)C)C)C.[Rh](Cl)Cl.[Rh](Cl)Cl ([Cp*RhCl2]2). The solvent is CO (MeOH). Run at temperature 25 celsius, time 18 hour. Product: CC1=NS(=O)(=O)c2ccc(Br)cc12. RXN SMILES: CO[NH:1][S:2]([c:5]1[cH:11][cH:10][c:8]([Br:9])[cH:7][cH:6]1)(=[O:4])=[O:3].[CH:12]#[CH:13]>>[CH3:12][C:13]([c:11]([c:5]1[S:2]2(=[O:4])=[O:3])[cH:10][c:8]([Br:9])[cH:7][cH:6]1)=[N:1]2. Reactants: CC(=O)O[BH-](OC(C)=O)OC(C)=O, CN1CCC(=O)CC1, CC(=O)O, CC(Cl)Cl, Nc1ncnc2c1c(-c1ccc(Oc3ccccc3)cc1)nn2C1CNC1, [Na+]. Product: CN1CCC(N2CC(n3nc(-c4ccc(Oc5ccccc5)cc4)c4c(N)ncnc43)C2)CC1. RXN SMILES: [C:40]([O:41][BH-:42]([O:43][C:44](=[O:45])[CH3:46])[O:47][C:48](=[O:49])[CH3:50])(=[O:51])[CH3:52].[CH3:28][N:29]1[CH2:30][CH2:31][C:32](=[O:35])[CH2:33][CH2:34]1.[CH3:36][C:37](=[O:38])[OH:39].[Cl:54][CH:55]([Cl:56])[CH3:57].[NH:1]1[CH2:2][CH:3]([n:5]2[n:6][c:7](-[c:15]3[cH:16][cH:17][c:18]([O:21][c:22]4[cH:23][cH:24][cH:25][cH:26][cH:27]4)[cH:19][cH:20]3)[c:8]3[c:9]2[n:10][cH:11][n:12][c:13]3[NH2:14])[CH2:4]1.[Na+:53]>>[N:1]1([CH:32]2[CH2:31][CH2:30][N:29]([CH3:28])[CH2:34][CH2:33]2)[CH2:2][CH:3]([n:5]2[n:6][c:7](-[c:15]3[cH:16][cH:17][c:18]([O:21][c:22]4[cH:23][cH:24][cH:25][cH:26][cH:27]4)[cH:19][cH:20]3)[c:8]3[c:9]2[n:10][cH:11][n:12][c:13]3[NH2:14])[CH2:4]1. Reactants: CC1(NCNC(C1)C)C (4,4,6-trimethylhexahydropyrimidine), [H][H] (hydrogen). Reagents/catalysts: [Ni] (nickel). The product is CC1(NC=NC(C1)C)C (4,4,6-trimethyl-3,4,5,6-tetrahydropyrimidine). RXN SMILES: [CH3:1][C:2]1([CH3:9])[CH2:7][CH:6]([CH3:8])[NH:5][CH2:4][NH:3]1.[H][H]>[Ni]>[CH3:1][C:2]1([CH3:9])[CH2:7][CH:6]([CH3:8])[N:5]=[CH:4][NH:3]1. Reported procedure: Anal. Calc.ed for C7H16N2 : N, 21.85. Found: N, 21.6 Nuclear magnetic resonance spectrum, solvent CDCl3, δ in ppm; 3.82 s, 2H; 2.87 m, 1H; 1.42 & 1.65, 2d's, 2H; 1.02 d, 3H; 1.08 & 1.13 2s's, 6H; 1.67 s, 2H exchangeable with D2O. A sample of 12.8 grams of 4,4,6-trimethylhexahydropyrimidine and 0.5 grams of 60% nickel catalyst on kieselguhr was heated for 8 hrs. at 185°-187° C. During this time the theoretical amount of hydrogen gas was evolved. Reactants: Cl (hydrochloric acid), C(C)(=O)Cl (acetylchloride), N1=C(C=CC=C1C)C (lutidine), N1=C(C=CC=C1C)C (lutidine), ClC1=C(C(=CC(=C1)Cl)Cl)N1N=C(CC1=O)NC1=C(C=CC(=C1)NC(CCCCCCCCCCCCC)=O)Cl (1-(2,4,6-trichlorophenyl)-3-(2-chloro-5-myristoylaminoanilino)-2-pyrazolin-5-one), [Cl-].[Al+3].[Cl-].[Cl-] (aluminium chloride). The solvent is ClCCl (dichloromethane). Conditions: temperature 10 celsius, time 2 hour. Product: ClC1=C(C(=CC(=C1)Cl)Cl)N1N(C(=CC1=O)NC1=C(C=CC(=C1)NC(CCCCCCCCCCCCC)=O)Cl)C(C)=O (1-(2,4,6-trichlorophenyl)-2-acetyl-3-(2-chloro-5-myristoylaminoanilino)-3-pyrazolin-5-one). RXN SMILES: N1C(C)=CC=CC=1C.[Cl:9][C:10]1[CH:15]=[C:14]([Cl:16])[CH:13]=[C:12]([Cl:17])[C:11]=1[N:18]1[C:22](=[O:23])[CH2:21][C:20]([NH:24][C:25]2[CH:30]=[C:29]([NH:31][C:32](=[O:46])[CH2:33][CH2:34][CH2:35][CH2:36][CH2:37][CH2:38][CH2:39][CH2:40][CH2:41][CH2:42][CH2:43][CH2:44][CH3:45])[CH:28]=[CH:27][C:26]=2[Cl:47])=[N:19]1.[Cl-].[Al+3].[Cl-].[Cl-].[C:52](Cl)(=[O:54])[CH3:53].Cl>ClCCl>[Cl:17][C:12]1[CH:13]=[C:14]([Cl:16])[CH:15]=[C:10]([Cl:9])[C:11]=1[N:18]1[C:22](=[O:23])[CH:21]=[C:20]([NH:24][C:25]2[CH:30]=[C:29]([NH:31][C:32](=[O:46])[CH2:33][CH2:34][CH2:35][CH2:36][CH2:37][CH2:38][CH2:39][CH2:40][CH2:41][CH2:42][CH2:43][CH2:44][CH3:45])[CH:28]=[CH:27][C:26]=2[Cl:47])[N:19]1[C:52](=[O:54])[CH3:53] |f:2.3.4.5|. Reported procedure: 1.07 g (0.01 mole) of lutidine is added to a solution of 30.7 g (0.05 mole) of 1-(2,4,6-trichlorophenyl)-3-(2-chloro-5-myristoylaminoanilino)-2-pyrazolin-5-one and 8 g (0.06 mole) of anhydrous aluminium chloride in 100 ml of dichloromethane. The solution is cooled to 10° C and 5.90 g (0.075 mole) of acetylchloride are added. 8 g (0.075 mole) of lutidine divided into 4 portions of 2 g each (one portion every 15 min) are added in a total period of time of 1 h, the temperature being kept below 10° ... The reactants are CO, [N-]=[N+]=NC1CC(c2ccccc2)CCN(CC2CC2)C1=O. The product is NC1CC(c2ccccc2)CCN(CC2CC2)C1=O. As a reaction SMILES: [CH3:22][OH:23].[N:1](=[N+:2]=[N-:3])[CH:4]1[C:5](=[O:21])[N:6]([CH2:17][CH:18]2[CH2:19][CH2:20]2)[CH2:7][CH2:8][CH:9]([c:11]2[cH:12][cH:13][cH:14][cH:15][cH:16]2)[CH2:10]1>>[NH2:1][CH:4]1[C:5](=[O:21])[N:6]([CH2:17][CH:18]2[CH2:19][CH2:20]2)[CH2:7][CH2:8][CH:9]([c:11]2[cH:12][cH:13][cH:14][cH:15][cH:16]2)[CH2:10]1. Starting materials: CCOC(=O)C(C)P(=O)(OCC)OCC (triethyl 2-phosphonopropionate), C(C)(C)(C)OC(=O)N1CC(C(CC1)=O)(C)C (tert-butyl-3,3-dimethyl-4-oxopiperidine-1-carboxylate), [H-].[Na+] (NaH). Run in C1CCOC1 (THF), C1CCOC1 (THF), C1CCOC1 (THF). Reaction conditions: time 1 hour. Yields the product C(C)OC(=O)\C=C/1\C(CN(CC1)C(=O)OC(C)(C)C)(C)C ((E)-tert-Butyl 4-{(ethoxycarbonyl)methylene}-3,3-dimethylpiperidine-1-carboxylate). Isolated yield 99.9%. Reaction SMILES: [H-].[Na+].[CH3:3][CH2:4][O:5][C:6]([CH:8](P(OCC)(OCC)=O)[CH3:9])=[O:7].[C:18]([O:22][C:23]([N:25]1[CH2:30][CH2:29][C:28](=O)[C:27](C)([CH3:32])[CH2:26]1)=[O:24])([CH3:21])([CH3:20])[CH3:19]>C1COCC1>[CH2:4]([O:5][C:6](/[CH:8]=[C:9]1/[C:27]([CH3:28])([CH3:32])[CH2:26][N:25]([C:23]([O:22][C:18]([CH3:19])([CH3:21])[CH3:20])=[O:24])[CH2:30][CH2:29]/1)=[O:7])[CH3:3] |f:0.1|. Procedure details: To a suspension of NaH (0.212 g, 5.29 mmol) in THF (2 mL) was added a solution of triethyl 2-phosphonopropionate (1.05 mL, 5.29 mmol) in THF (2 mL) at 0° C. After the mixture was stirred for 1 h at rt, a solution of tert-butyl-3,3-dimethyl-4-oxopiperidine-1-carboxylate (J. Org. Chem., 2001, 66, 2487) (0.600 g, 2.64 mmol) in THF was then added and stirred for 10 h. The resulting mixture was quenched with water and the product portion was extracted with Et2O. The combined extracts were washed with... The reactants are [OH-].[Li+] (lithium hydroxide), SCC(=O)O (mercaptoacetic acid). The solvent is CC(C)O (2-propanol). Conditions: time 1.5 hour. Yields the product O.[Li+].[Li+].SCC(=O)[O-].SCC(=O)[O-] (Mercaptoacetic Acid Di-Lithium Salt Monohydrate). The yield is 166.2%. Reaction SMILES: [OH-].[Li+:2].[SH:3][CH2:4][C:5]([OH:7])=[O:6]>CC(O)C>[OH2:6].[Li+:2].[Li+:2].[SH:3][CH2:4][C:5]([O-:7])=[O:6].[SH:3][CH2:4][C:5]([O-:7])=[O:6] |f:0.1,4.5.6.7.8|. Procedure: Finely crushed lithium hydroxide (1.03 g, 43 mmol) was added to a solution of mercaptoacetic acid (1.5 mL, 1.97 g, 21.5 mmol) in 2-propanol (20 mL). The mixture was stirred for 1.5 hours at room temperature. All solvent was removed by rotary evaporation. This gave a fine white powder (2.55 g, 97%). The mass recovery and NMR suggest that the salt forms as a monohydrate.